This data is from the Open Reaction Database (ORD), a public repository of structured organic reaction records. The task is: describe an organic reaction: reactants, conditions, products, and yield Reactants: CN1C(=C(C=C1C)C(CC#N)=O)C (1,2,5-trimethyl-β-oxo-3-pyrrolpropionitrile), C1(=CC=CC=C1)C (toluene), C1(=CC=CC=C1)N=C=O (phenylisocyanate). Run in C(C)N(CC)CC (triethylamine). Run at time 8 hour. The product is CN1C(=C(C=C1C)C(C(C#N)C(NC1=CC=CC=C1)=O)=O)C (1,2,5-trimethyl-β-oxo-α-phenylcarbamoyl-3-pyrrolpropionitrile). As a reaction SMILES: [CH3:1][N:2]1[C:6]([CH3:7])=[CH:5][C:4]([C:8](=[O:12])[CH2:9][C:10]#[N:11])=[C:3]1[CH3:13].C1(C)C=CC=CC=1.[C:21]1([N:27]=[C:28]=[O:29])[CH:26]=[CH:25][CH:24]=[CH:23][CH:22]=1>C(N(CC)CC)C>[CH3:1][N:2]1[C:6]([CH3:7])=[CH:5][C:4]([C:8](=[O:12])[CH:9]([C:28](=[O:29])[NH:27][C:21]2[CH:26]=[CH:25][CH:24]=[CH:23][CH:22]=2)[C:10]#[N:11])=[C:3]1[CH3:13]. Procedure details: The suspension of 1.0 g of 1,2,5-trimethyl-β-oxo-3-pyrrolpropionitrile, 40 ml of toluene and 0.7 g of triethylamine is treated with 0.75 g of phenylisocyanate and warmed for 5 minutes on the steam cone until all is dissolved. After standing overnight, the precipitate formed is collected, taken up in methanol, and the solution added to the mixture of 3 ml of 5 N hydrochloric acid and 250 ml of water. The crude product formed is collected, washed with water, dissolved in 5% aqueous sodium hydroxid... Reactants: ClC=1N=C2C(=C(C=NC2=CC1)C(=O)C1CC1)NC=1C=CC(=NC1)N1C[C@@H](CCC1)NC(OC(C)(C)C)=O ((R)-tert-butyl [1-(5-{[6-chloro-3-(cyclopropanecarbonyl)-1,5-naphthyridin-4-yl]amino}pyridin-2-yl)piperidin-3-yl]carbamate), ClC1=C(C(=CC(=C1)B1OC(C(O1)(C)C)(C)C)Cl)O (2,6-dichloro-4-(4,4,5,5-tetramethyl-1,3,2-dioxaborolan-2-yl)phenol). Product: C1(CC1)C(=O)C=1C=NC2=CC=C(N=C2C1NC=1C=CC(=NC1)N1C[C@@H](CCC1)NC(OC(C)(C)C)=O)C1=CC(=C(C(=C1)Cl)O)Cl ((R)-tert-butyl [1-(5-{[3-(cyclopropanecarbonyl)-6-(3,5-dichloro-4-hydroxyphenyl)-1,5-naphthyridin-4-yl]amino}pyridin-2-yl)piperidin-3-yl]carbamate). The yield is 63.2%. RXN SMILES: Cl[C:2]1[N:3]=[C:4]2[C:9](=[CH:10][CH:11]=1)[N:8]=[CH:7][C:6]([C:12]([CH:14]1[CH2:16][CH2:15]1)=[O:13])=[C:5]2[NH:17][C:18]1[CH:19]=[CH:20][C:21]([N:24]2[CH2:29][CH2:28][CH2:27][C@@H:26]([NH:30][C:31](=[O:37])[O:32][C:33]([CH3:36])([CH3:35])[CH3:34])[CH2:25]2)=[N:22][CH:23]=1.[Cl:38][C:39]1[CH:44]=[C:43](B2OC(C)(C)C(C)(C)O2)[CH:42]=[C:41]([Cl:54])[C:40]=1[OH:55]>>[CH:14]1([C:12]([C:6]2[CH:7]=[N:8][C:9]3[C:4]([C:5]=2[NH:17][C:18]2[CH:19]=[CH:20][C:21]([N:24]4[CH2:29][CH2:28][CH2:27][C@@H:26]([NH:30][C:31](=[O:37])[O:32][C:33]([CH3:34])([CH3:35])[CH3:36])[CH2:25]4)=[N:22][CH:23]=2)=[N:3][C:2]([C:43]2[CH:44]=[C:39]([Cl:38])[C:40]([OH:55])=[C:41]([Cl:54])[CH:42]=2)=[CH:11][CH:10]=3)=[O:13])[CH2:16][CH2:15]1. Procedure details: Following general procedure II, (R)-tert-butyl [1-(5-{[6-chloro-3-(cyclopropanecarbonyl)-1,5-naphthyridin-4-yl]amino}pyridin-2-yl)piperidin-3-yl]carbamate (150 mg, 0.29 mmol) was reacted with 2,6-dichloro-4-(4,4,5,5-tetramethyl-1,3,2-dioxaborolan-2-yl)phenol (120 mg, 0.43 mmol) to afford the product (119 mg, 64%) as an orange solid: ESI MS m/z 649 [M+H]+. Starting materials: ClCCl, CCN1c2ccccc2Sc2cc(CO)ccc21, CN(C)C=O, O=S(Cl)Cl. The product is CCN1c2ccccc2Sc2cc(CCl)ccc21. As a reaction SMILES: [CH2:28]([Cl:29])[Cl:30].[CH2:5]([CH3:6])[N:7]1[c:8]2[cH:9][cH:10][cH:11][cH:12][c:13]2[S:14][c:15]2[cH:16][c:17]([CH2:21][OH:22])[cH:18][cH:19][c:20]21.[O:23]=[CH:24][N:25]([CH3:26])[CH3:27].[S:1]([Cl:2])([Cl:3])=[O:4]>>[Cl:3][CH2:21][c:17]1[cH:16][c:15]2[c:20]([cH:19][cH:18]1)[N:7]([CH2:5][CH3:6])[c:8]1[cH:9][cH:10][cH:11][cH:12][c:13]1[S:14]2. Starting materials: C1CCNCC1, COC(=O)CC#N, C1COCCO1, O=Cc1cccs1. The product is COC(=O)C(C#N)=Cc1cccs1. RXN SMILES: [CH2:1]1[CH2:2][CH2:3][NH:4][CH2:5][CH2:6]1.[CH3:14][O:15][C:16](=[O:17])[CH2:18][C:19]#[N:20].[O:21]1[CH2:22][CH2:23][O:24][CH2:25][CH2:26]1.[s:7]1[c:8]([CH:12]=[O:13])[cH:9][cH:10][cH:11]1>>[s:7]1[c:8]([CH:12]=[C:18]([C:16]([O:15][CH3:14])=[O:17])[C:19]#[N:20])[cH:9][cH:10][cH:11]1. Reactants: BrCCCCCCCCCCCCCC (1-bromotetradecane), C1(O)=CC=C(O)C=C1 (hydroquinone), C([O-])([O-])=O.[K+].[K+] (potassium carbonate), [I-].[K+] (potassium iodide). Reported procedure: To a room temperature mixture of 40 g of hydroquinone, 62.76 g potassium carbonate, 3.02 g potassium iodide and 700 ml acetone is added, dropwise, 113.5 ml of 1-bromotetradecane. The reaction is heated at reflux temperature for 20 hours, cooled, filtered and concentrated in vacuo. The residue is purified by column chromatography (silica gel:0-10% ethyl acetate/hexane) to give 36.5 g of the desired product as colorless crystals. Solvent: CC(=O)C (acetone). Yields the product C(CCCCCCCCCCCCC)OC1=CC=C(C=C1)O (4-(Tetradecyloxy)phenol). Reaction SMILES: [C:1]1([CH:8]=[CH:7][C:5]([OH:6])=[CH:4][CH:3]=1)[OH:2].C(=O)([O-])[O-].[K+].[K+].[I-].[K+].Br[CH2:18][CH2:19][CH2:20][CH2:21][CH2:22][CH2:23][CH2:24][CH2:25][CH2:26][CH2:27][CH2:28][CH2:29][CH2:30][CH3:31]>CC(C)=O>[CH2:31]([O:2][C:1]1[CH:8]=[CH:7][C:5]([OH:6])=[CH:4][CH:3]=1)[CH2:30][CH2:29][CH2:28][CH2:27][CH2:26][CH2:25][CH2:24][CH2:23][CH2:22][CH2:21][CH2:20][CH2:19][CH3:18] |f:1.2.3,4.5|.